This data is from the Open Reaction Database (ORD), a public repository of structured organic reaction records. The task is: describe an organic reaction: reactants, conditions, products, and yield The reactants are C1(CCCC1)N(C([O-])=O)[C@H](C(=O)N1C[C@]2(C[C@H]1C(NC([C@@H](C(=O)NC1CC1)O)CCC)=O)CN(C(C2)=O)C2=CC=CC=C2)C(C)(C)C.O[NH-] (hydroxy amide cyclopentyl-(S)-1-((3S,5R)-3-((S)-1-(cyclopropylamino)-2-hydroxy-1-oxohexan-3-ylcarbamoyl)-8-oxo-7-phenyl-2,7-diazaspiro[4.4]nonan-2-yl)-3,3-dimethyl-1-oxobutan-2-ylcarbamate), S(=S)(=O)([O-])[O-].[Na+].[Na+] (sodium thiosulfate), O (water), CC(=O)OI1(C=2C=CC=CC2C(=O)O1)(OC(=O)C)OC(=O)C (Dess-Martin periodinane). Run in C(Cl)Cl (CH2Cl2). The product is C1(CCCC1)OC(N[C@H](C(=O)N1C[C@]2(C[C@H]1C(N[C@H](C(C(=O)NC1CC1)=O)CCC)=O)CN(C(C2)=O)C2=CC=CC=C2)C(C)(C)C)=O (cyclopentyl-(S)-1-((3S,5R)-3-((S)-1-(cyclopropylamino)-1,2-dioxohexan-3-ylcarbamoyl)-8-oxo-7-phenyl-2,7-diazaspiro[4.4]nonan-2-yl)-3,3-dimethyl-1-oxobutan-2-ylcarbamate). Reaction SMILES: C1([N:6]([C@@H:10]([C:44]([CH3:47])([CH3:46])[CH3:45])[C:11]([N:13]2[C@H:17]([C:18](=[O:32])[NH:19][CH:20]([CH2:29][CH2:30][CH3:31])[C@H:21]([OH:28])[C:22]([NH:24][CH:25]3[CH2:27][CH2:26]3)=[O:23])[CH2:16][C@@:15]3([CH2:36][C:35](=[O:37])[N:34]([C:38]4[CH:43]=[CH:42][CH:41]=[CH:40][CH:39]=4)[CH2:33]3)[CH2:14]2)=[O:12])[C:7](=O)[O-:8])CCCC1.O[NH-].CC(OI1(OC(C)=O)(OC(C)=O)O[C:61](=O)[C:60]2[CH:59]=[CH:58][CH:57]=CC1=2)=O.S([O-])([O-])(=O)=S.[Na+].[Na+].[OH2:79]>C(Cl)Cl>[CH:57]1([O:79][C:7](=[O:8])[NH:6][C@@H:10]([C:44]([CH3:47])([CH3:46])[CH3:45])[C:11]([N:13]2[C@H:17]([C:18](=[O:32])[NH:19][C@@H:20]([CH2:29][CH2:30][CH3:31])[C:21](=[O:28])[C:22]([NH:24][CH:25]3[CH2:27][CH2:26]3)=[O:23])[CH2:16][C@@:15]3([CH2:36][C:35](=[O:37])[N:34]([C:38]4[CH:39]=[CH:40][CH:41]=[CH:42][CH:43]=4)[CH2:33]3)[CH2:14]2)=[O:12])[CH2:58][CH2:59][CH2:60][CH2:61]1 |f:0.1,3.4.5|. Procedure: The hydroxy amide cyclopentyl-(S)-1-((3S,5R)-3-((S)-1-(cyclopropylamino)-2-hydroxy-1-oxohexan-3-ylcarbamoyl)-8-oxo-7-phenyl-2,7-diazaspiro[4.4]nonan-2-yl)-3,3-dimethyl-1-oxobutan-2-ylcarbamate (J6a) (4.1 mg, 6.3 μmol) was dissolved in CH2Cl2 (1.0 ml) and treated with Dess-Martin periodinane (DMP, 8.0 mg, 18.9 μmol, 3 eq) for 3 hrs at room temp. The reaction was quenched with 1M sodium thiosulfate in water (32 μl, 5 eq). The reaction was loaded onto silica (eluted with ethyl acetate/hexane gradie... As a reaction SMILES: N1(C(C[N:10]2[C:14]3[CH:15]=[CH:16][CH:17]=[CH:18][C:13]=3[S:12][C:11]2=[O:19])=O)CCNCC1.N(OCCC(C)C)=O>C(Cl)(Cl)Cl>[S:12]1[C:13]2[CH:18]=[CH:17][CH:16]=[CH:15][C:14]=2[NH:10][C:11]1=[O:19]. Run in C(Cl)(Cl)Cl (chloroform). Run at time 10 minute. Product: S1C(NC2=C1C=CC=C2)=O (2-benzothiazolinone). Reactants: N1(CCNCC1)C(=O)CN1C(SC2=C1C=CC=C2)=O (3-[(1-piperazinyl)carbonylmethyl]-2-benzothiazolinone), N(=O)OCCC(C)C (isoamyl nitrite). The yield is 155.3%. Reported procedure: To a solution of 3-[(1-piperazinyl)carbonylmethyl]-2-benzothiazolinone (3.0 g) in chloroform (50 ml) was added dropwise isoamyl nitrite (7.3 ml), for a period of 10 minutes below 20° C. The mixture was stirred for 18 hours at ambient temperature. Then, the reaction mixture was extracted with chloroform. The extract was washed with water, dried over magnesium sulfate and evaporated to give a crystalline product, which was recrystallized from a mixture of ethyl acetate and ethanol to give 3-[4-nit... Yields the product CCCSc1c(C(=O)NC2C3CC4CC(C3)CC2C4)cnn1-c1ccc(C(=O)O)cc1. The reactants are CO, CCCSc1c(C(=O)NC2C3CC4CC(C3)CC2C4)cnn1-c1ccc(C(=O)OC)cc1, [Na+], [OH-]. Reaction SMILES: [CH3:35][OH:36].[CH:1]12[CH:2]([NH:11][C:12](=[O:13])[c:14]3[cH:15][n:16][n:17](-[c:23]4[cH:24][cH:25][c:26]([C:27](=[O:28])[O:29][CH3:30])[cH:31][cH:32]4)[c:18]3[S:19][CH2:20][CH2:21][CH3:22])[CH:3]3[CH2:4][CH:5]([CH2:6][CH:7]([CH2:8]1)[CH2:9]3)[CH2:10]2.[Na+:34].[OH-:33]>>[CH:1]12[CH:2]([NH:11][C:12](=[O:13])[c:14]3[cH:15][n:16][n:17](-[c:23]4[cH:24][cH:25][c:26]([C:27](=[O:28])[OH:29])[cH:31][cH:32]4)[c:18]3[S:19][CH2:20][CH2:21][CH3:22])[CH:3]3[CH2:4][CH:5]([CH2:6][CH:7]([CH2:8]1)[CH2:9]3)[CH2:10]2. RXN SMILES: [C:18](=[O:19])([O-:20])[O-:21].[Cl:1][CH2:2][C:3](=[O:4])[N:5]1[CH2:6][CH2:7][N:8]([c:11]2[cH:12][cH:13][c:14]([F:17])[cH:15][cH:16]2)[CH2:9][CH2:10]1.[K+:22].[K+:23].[N+:24](=[O:25])([O-:26])[c:27]1[cH:28][cH:29][cH:30][c:31]2[cH:32][n:33][nH:34][c:35]12.[O:36]=[CH:37][N:38]([CH3:39])[CH3:40]>>[CH2:2]([C:3](=[O:4])[N:5]1[CH2:6][CH2:7][N:8]([c:11]2[cH:12][cH:13][c:14]([F:17])[cH:15][cH:16]2)[CH2:9][CH2:10]1)[n:34]1[n:33][cH:32][c:31]2[cH:30][cH:29][cH:28][c:27]([N+:24](=[O:25])[O-:26])[c:35]21. The reactants are O=C([O-])[O-], O=C(CCl)N1CCN(c2ccc(F)cc2)CC1, [K+], [K+], O=[N+]([O-])c1cccc2cn[nH]c12, CN(C)C=O. Product: O=C(Cn1ncc2cccc([N+](=O)[O-])c21)N1CCN(c2ccc(F)cc2)CC1. Reactants: CCO, COC(=O)Cc1ccc(Cl)c(Cl)c1, NN. Yields the product NNC(=O)Cc1ccc(Cl)c(Cl)c1. Reaction SMILES: [CH3:16][CH2:17][OH:18].[CH3:1][O:2][C:3]([CH2:4][c:5]1[cH:6][c:7]([Cl:12])[c:8]([Cl:11])[cH:9][cH:10]1)=[O:13].[NH2:14][NH2:15]>>[O:2]=[C:3]([CH2:4][c:5]1[cH:6][c:7]([Cl:12])[c:8]([Cl:11])[cH:9][cH:10]1)[NH:14][NH2:15]. The reactants are ClC1=NC=C2N(C(N(C2=N1)C)=O)C(=O)N1CCCC1 (2-chloro-9-methyl-7-(pyrrolidin-1-ylcarbonyl)-7,9-dihydro-8H-purine-8-one), FC1=C(C=CC=C1)B(O)O (2-fluorophenylboronic acid), C([O-])([O-])=O.[K+].[K+] (potassium carbonate), C1(=CC=CC=C1)C (toluene). Run at temperature 130 celsius, time 1 hour. Procedure: To a mixture of 2-chloro-9-methyl-7-(pyrrolidin-1-ylcarbonyl)-7,9-dihydro-8H-purine-8-one <the compound of Reference Example 16> (100 mg), 2-fluorophenylboronic acid (74 mg), potassium carbonate (145 mg), toluene (3 ml) and ethanol (1 ml) was added bis(tri-tert-butylphosphine)palladium (9 mg) under nitrogen atmosphere and the mixture was stirred at 130° C. under microwave irradiation for 1 hour. The reaction mixture was filtered through Celite and the filtrate was concentrated under reduced pres... The product is FC1=C(C=CC=C1)C1=NC=C2N(C(N(C2=N1)C)=O)C(=O)N1CCCC1 (2-(2-fluorophenyl)-9-methyl-7-(pyrrolidin-1-ylcarbonyl)-7,9-dihydro-8H-purine-8-one). The reagents and catalysts are CC(C)([P](C(C)(C)C)([Pd][P](C(C)(C)C)(C(C)(C)C)C(C)(C)C)C(C)(C)C)C (bis(tri-tert-butylphosphine)palladium). The solvent is C(C)O (ethanol). As a reaction SMILES: Cl[C:2]1[N:10]=[C:9]2[C:5]([N:6]([C:13]([N:15]3[CH2:19][CH2:18][CH2:17][CH2:16]3)=[O:14])[C:7](=[O:12])[N:8]2[CH3:11])=[CH:4][N:3]=1.[F:20][C:21]1[CH:26]=[CH:25][CH:24]=[CH:23][C:22]=1B(O)O.C(=O)([O-])[O-].[K+].[K+].C1(C)C=CC=CC=1>CC(C)([P](C(C)(C)C)([Pd][P](C(C)(C)C)(C(C)(C)C)C(C)(C)C)C(C)(C)C)C.C(O)C>[F:20][C:21]1[CH:26]=[CH:25][CH:24]=[CH:23][C:22]=1[C:2]1[N:10]=[C:9]2[C:5]([N:6]([C:13]([N:15]3[CH2:19][CH2:18][CH2:17][CH2:16]3)=[O:14])[C:7](=[O:12])[N:8]2[CH3:11])=[CH:4][N:3]=1 |f:2.3.4,^1:45,51|. The reactants are C(C)OC(C#CC(C(F)(F)F)=NC1=CC=C(C=C1)OC)OCC (N-(5,5-diethoxy-1,1,1-trifluoro-pent-3-yn-2-ylidene)-4-methoxyaniline), halogenated hydrocarbon, O (water), ClC1=CC=C(CN)C=C1 (p-chlorobenzylamine), C([O-])([O-])=O.[Cs+].[Cs+] (cesium carbonate). Solvent: O1CCCC1 (tetrahydrofuran). Reaction conditions: temperature 80 celsius. Yields the product ClC1=CC=C(C=C1)C1=NC(=CC(=C1F)NC1=CC=C(C=C1)OC)C(OCC)OCC (2-(4-chlorophenyl)-6-(diethoxymethyl)-3-fluoro-N-(4-methoxyphenyl)pyridin-4-amine). As a reaction SMILES: [CH2:1]([O:3][CH:4]([O:21][CH2:22][CH3:23])[C:5]#[C:6][C:7](=[N:12][C:13]1[CH:18]=[CH:17][C:16]([O:19][CH3:20])=[CH:15][CH:14]=1)[C:8]([F:11])(F)F)[CH3:2].[Cl:24][C:25]1[CH:32]=[CH:31][C:28]([CH2:29][NH2:30])=[CH:27][CH:26]=1.C(=O)([O-])[O-].[Cs+].[Cs+].O>O1CCCC1>[Cl:24][C:25]1[CH:32]=[CH:31][C:28]([C:29]2[C:8]([F:11])=[C:7]([NH:12][C:13]3[CH:18]=[CH:17][C:16]([O:19][CH3:20])=[CH:15][CH:14]=3)[CH:6]=[C:5]([CH:4]([O:3][CH2:1][CH3:2])[O:21][CH2:22][CH3:23])[N:30]=2)=[CH:27][CH:26]=1 |f:2.3.4|. Procedure: In a typical reaction, N-(5,5-diethoxy-1,1,1-trifluoro-pent-3-yn-2-ylidene)-4-methoxyaniline is mixed with about a 2.5 to 3 fold excess of p-chlorobenzylamine and about a 2.5 to 3 fold excess of cesium carbonate in anhydrous tetrahydrofuran. The mixture is heated at about 80° C. until the reaction is complete. After cooling, an extraction solvent like a halogenated hydrocarbon is added to the mixture along with water. The organic layer is recovered, washed with brine and dried. The solvent is ev...